Dataset: the Open Reaction Database (ORD), a public repository of structured organic reaction records. Task: describe an organic reaction: reactants, conditions, products, and yield The reactants are CN(CC(C)O)C (1-(Dimethylamino)propan-2-ol), [H-].[Na+] (sodium hydride), NC=1N=C(C(=NC1)C#N)Cl (5-amino-3-chloropyrazine-2-carbonitrile). The solvent is O1CCOCC1 (1,4-dioxane). Run at temperature 100 celsius, time 30 minute. Product: NC=1N=C(C(=NC1)C#N)OC(CN(C)C)C (5-amino-3-(1-(dimethylamino)propan-2-yloxy)pyrazine-2-carbonitrile). As a reaction SMILES: [CH3:1][N:2]([CH3:7])[CH2:3][CH:4]([OH:6])[CH3:5].[H-].[Na+].[NH2:10][C:11]1[N:12]=[C:13](Cl)[C:14]([C:17]#[N:18])=[N:15][CH:16]=1>O1CCOCC1>[NH2:10][C:11]1[N:12]=[C:13]([O:6][CH:4]([CH3:5])[CH2:3][N:2]([CH3:7])[CH3:1])[C:14]([C:17]#[N:18])=[N:15][CH:16]=1 |f:1.2|. Procedure: 1-(Dimethylamino)propan-2-ol (187 mg, 1.81 mmol) was added to a stirred suspension of sodium hydride (123 mg, 60% in mineral oil, 1.81 mmol) in 1,4-dioxane. After 30 minutes, 5-amino-3-chloropyrazine-2-carbonitrile (140 mg, 0.906 mmol) was added. The vial was capped and the reaction mixture was heated to 100° C. overnight. The reaction mixture was concentrated, diluted with methanol and adsorbed onto an SPE (TsOH) cartridge (pre-conditioned with methanol). The cartridge was rinsed with methanol ... Starting materials: FC(OC=1C=CC2=C(CCCC=3N2N=NC3C(=O)OCC)C1)(F)F (ethyl 8-(trifluoromethoxy)-5,6-dihydro-4H-benzo[f][1,2,3]triazolo[1,5-a]azepine-3-carboxylate), [OH-].[Na+] (NaOH). Run in C1CCOC1 (THF), CO (methanol). Run at time 45 minute. The product is FC(OC=1C=CC2=C(CCCC=3N2N=NC3C(=O)O)C1)(F)F (8-(Trifluoromethoxy)-5,6-dihydro-4H-benzo[f][1,2,3]triazolo[1,5-a]azepine-3-carboxylic acid). RXN SMILES: [F:1][C:2]([F:24])([F:23])[O:3][C:4]1[CH:5]=[CH:6][C:7]2[N:13]3[N:14]=[N:15][C:16]([C:17]([O:19]CC)=[O:18])=[C:12]3[CH2:11][CH2:10][CH2:9][C:8]=2[CH:22]=1.[OH-].[Na+]>C1COCC1.CO>[F:24][C:2]([F:1])([F:23])[O:3][C:4]1[CH:5]=[CH:6][C:7]2[N:13]3[N:14]=[N:15][C:16]([C:17]([OH:19])=[O:18])=[C:12]3[CH2:11][CH2:10][CH2:9][C:8]=2[CH:22]=1 |f:1.2|. Procedure: To a solution of ethyl 8-(trifluoromethoxy)-5,6-dihydro-4H-benzo[f][1,2,3]triazolo[1,5-a]azepine-3-carboxylate (384 mg, 1.125 mmol) in THF (5 mL) and methanol (3 mL) was added 2M NaOH (aq) (2.81 mL, 5.63 mmol) and the mixture was stirred at RT for 45 mins. The resulting mixture was concentrated under reduced pressure to give a residue that was partitioned between EtOAc and water. The layers were separated and the aqueous layer was washed with EtOAc. The organic portions were discarded and the aq...